This data is from the Open Reaction Database (ORD), a public repository of structured organic reaction records. The task is: describe an organic reaction: reactants, conditions, products, and yield Starting materials: CS(=O)(=O)c1ccc(Oc2ccccc2CC(=O)O)cc1, CCCCC, [Na+], [OH-]. The product is CS(=O)(=O)c1ccc2c(c1)C(=O)Cc1ccccc1O2. As a reaction SMILES: [CH3:1][S:2](=[O:3])(=[O:4])[c:5]1[cH:6][cH:7][c:8]([O:9][c:10]2[c:11]([CH2:16][C:17](=[O:18])[OH:19])[cH:12][cH:13][cH:14][cH:15]2)[cH:20][cH:21]1.[CH3:24][CH2:25][CH2:26][CH2:27][CH3:28].[Na+:23].[OH-:22]>>[CH3:1][S:2](=[O:3])(=[O:4])[c:5]1[cH:6][cH:7][c:8]2[c:20]([cH:21]1)[C:17](=[O:19])[CH2:16][c:11]1[c:10]([cH:15][cH:14][cH:13][cH:12]1)[O:9]2.